Dataset: the Open Reaction Database (ORD), a public repository of structured organic reaction records. Task: describe an organic reaction: reactants, conditions, products, and yield Reactants: COc1ccc(P2(=S)SP(=S)(c3ccc(OC)cc3)S2)cc1, COc1cc2c(cc1F)C(c1ccccc1Cl)=NCC(=O)N2. The product is COc1cc2c(cc1F)C(c1ccccc1Cl)=NCC(=S)N2. RXN SMILES: [CH3:23][O:24][c:25]1[cH:26][cH:27][c:28]([P:29]2(=[S:32])[S:30][P:31]([c:33]3[cH:34][cH:35][c:36]([O:37][CH3:38])[cH:39][cH:40]3)(=[S:41])[S:42]2)[cH:43][cH:44]1.[Cl:1][c:2]1[c:3]([C:8]2=[N:9][CH2:10][C:11](=[O:22])[NH:12][c:13]3[c:14]2[cH:15][c:16]([F:21])[c:17]([O:19][CH3:20])[cH:18]3)[cH:4][cH:5][cH:6][cH:7]1>>[Cl:1][c:2]1[c:3]([C:8]2=[N:9][CH2:10][C:11](=[S:32])[NH:12][c:13]3[c:14]2[cH:15][c:16]([F:21])[c:17]([O:19][CH3:20])[cH:18]3)[cH:4][cH:5][cH:6][cH:7]1. The reactants are [OH-].[K+] (potassium hydroxide), CSC (dimethyl sulphide), S(=O)(=O)(OC)OC (dimethyl sulphate), C(CC)SC1(CC1)C(=O)C=CC1=C(C=C(C=C1)Cl)Cl (2,4-dichlorophenylethenyl 1-propylmercaptocyclopropyl ketone). The solvent is C(C)(C)(C)O (tert.-butanol), C(C)(C)(C)O (tert.-butanol). Reaction conditions: time 14 hour. The product is ClC1=C(C=CC(=C1)Cl)C=CC1(OC1)C1(CC1)SCCC (2-(2,4-dichlorophenylethenyl)-2-(1-propylmercaptocyclopropyl)-oxirane). The yield is 89.2%. RXN SMILES: CSC.S([O:9][CH3:10])(OC)(=O)=O.[CH2:11]([S:14][C:15]1([C:18]([CH:20]=[CH:21][C:22]2[CH:27]=[CH:26][C:25]([Cl:28])=[CH:24][C:23]=2[Cl:29])=O)[CH2:17][CH2:16]1)[CH2:12][CH3:13].[OH-].[K+]>C(O)(C)(C)C>[Cl:29][C:23]1[CH:24]=[C:25]([Cl:28])[CH:26]=[CH:27][C:22]=1[CH:21]=[CH:20][C:18]1([C:15]2([S:14][CH2:11][CH2:12][CH3:13])[CH2:16][CH2:17]2)[CH2:10][O:9]1 |f:3.4|. Reported procedure: 30 ml (0.41 mol) of dimethyl sulphide and 43.5 g (0.35 mol) of dimethyl sulphate are added to 60 ml of tert.-butanol and allowed to stand at room temperature for 14 hours. A solution of 40 g (0.13 mol) of 2,4-dichlorophenylethenyl 1-propylmercaptocyclopropyl ketone in 120 ml of tert.-butanol is first added to the reaction mixture with stirring and 39.1 g of potassium hydroxide powder are then introduced, while keeping the temperature of the reaction mixture at 20° to 30° C. The mixture is stirre... Starting materials: Fc1cc(Br)c(OCCCl)c(Br)c1, O=[N+]([O-])O, O=S(=O)(O)O. The product is O=[N+]([O-])c1c(F)cc(Br)c(OCCCl)c1Br. RXN SMILES: [Cl:1][CH2:2][CH2:3][O:4][c:5]1[c:6]([Br:13])[cH:7][c:8]([F:12])[cH:9][c:10]1[Br:11].[OH:14][N+:15]([O-:16])=[O:17].[S:18](=[O:19])(=[O:20])([OH:21])[OH:22]>>[Cl:1][CH2:2][CH2:3][O:4][c:5]1[c:6]([Br:13])[cH:7][c:8]([F:12])[c:9]([N+:15](=[O:14])[O-:16])[c:10]1[Br:11]. Starting materials: COc1cc(C=NO)c(I)cc1OCc1ccccc1, CN(C)C=O, CCOC(C)=O, O=C1CCC(=O)N1Cl, O. As a reaction SMILES: [CH2:1]([c:2]1[cH:3][cH:4][cH:5][cH:6][cH:7]1)[O:8][c:9]1[cH:10][c:11]([I:20])[c:12]([CH:13]=[N:14][OH:15])[cH:16][c:17]1[O:18][CH3:19].[CH3:21][N:22]([CH3:23])[CH:24]=[O:25].[CH3:35][CH2:36][O:37][C:38](=[O:39])[CH3:40].[Cl:26][N:27]1[C:28](=[O:29])[CH2:30][CH2:31][C:32]1=[O:33].[OH2:34]>>[CH2:1]([c:2]1[cH:3][cH:4][cH:5][cH:6][cH:7]1)[O:8][c:9]1[cH:10][c:11]([I:20])[c:12]([C:13](=[N:14][OH:15])[Cl:26])[cH:16][c:17]1[O:18][CH3:19]. Product: COc1cc(C(Cl)=NO)c(I)cc1OCc1ccccc1.